Dataset: the Open Reaction Database (ORD), a public repository of structured organic reaction records. Task: describe an organic reaction: reactants, conditions, products, and yield Starting materials: CC(NC(=O)C(CCc1ccccc1)CC(=O)OC(C)(C)C)C(=O)N1CCCC1C(=O)O, C(=NC1CCCCC1)=NC1CCCCC1, CC(N)C(=O)N1CCCC1C(=O)O, C1CCOC1, O=C(O)CC(CCc1ccccc1)C(=O)O. Yields the product CC(NC(=O)C(CCc1ccccc1)CC(=O)O)C(=O)N1CCCC1C(=O)O. RXN SMILES: [CH3:45][C:46]([CH3:47])([O:48][C:49]([CH2:50][CH:51]([C:52](=[O:53])[NH:54][CH:55]([CH3:56])[C:57](=[O:58])[N:59]1[CH:60]([C:61](=[O:62])[OH:63])[CH2:64][CH2:65][CH2:66]1)[CH2:67][CH2:68][c:69]1[cH:70][cH:71][cH:72][cH:73][cH:74]1)=[O:75])[CH3:76].[CH:30]1([N:31]=[C:32]=[N:33][CH:34]2[CH2:35][CH2:36][CH2:37][CH2:38][CH2:39]2)[CH2:40][CH2:41][CH2:42][CH2:43][CH2:44]1.[NH2:17][CH:18]([C:19]([N:20]1[CH2:21][CH2:22][CH2:23][CH:24]1[C:25]([OH:26])=[O:27])=[O:28])[CH3:29].[O:77]1[CH2:78][CH2:79][CH2:80][CH2:81]1.[c:1]1([CH2:2][CH2:3][CH:4]([CH2:5][C:6]([OH:7])=[O:8])[C:9]([OH:10])=[O:11])[cH:12][cH:13][cH:14][cH:15][cH:16]1>>[O:48]=[C:49]([CH2:50][CH:51]([C:52](=[O:53])[NH:54][CH:55]([CH3:56])[C:57](=[O:58])[N:59]1[CH:60]([C:61](=[O:62])[OH:63])[CH2:64][CH2:65][CH2:66]1)[CH2:67][CH2:68][c:69]1[cH:70][cH:71][cH:72][cH:73][cH:74]1)[OH:75]. The solvent is [OH-].[Na+] (NaOH). Reaction conditions: temperature 60 celsius. RXN SMILES: [CH3:1][O:2][C:3]1[CH:8]=[C:7]([O:9][CH3:10])[CH:6]=[CH:5][C:4]=1[C:11]1[CH:12]=[N:13][O:14][C:15]=1[CH3:16].CO.Cl>[OH-].[Na+]>[CH3:1][O:2][C:3]1[CH:8]=[C:7]([O:9][CH3:10])[CH:6]=[CH:5][C:4]=1[CH:11]([C:15](=[O:14])[CH3:16])[C:12]#[N:13] |f:3.4|. Product: COC1=C(C=CC(=C1)OC)C(C#N)C(C)=O (2-(2,4-Dimethoxyphenyl)-3-oxobutanenitrile). Reported procedure: Slurry 4-(2,4-dimethoxyphenyl)-5-methyl-isoxazole (4.4 g) in 1.0 N NaOH (35 mL) and add 35 mL MeOH to dissolve. Heat at 60° C. under N2 for 1 hour, then cool to clear brown solution. Add 1.0 N HCl to acidify to pH 1, then filter the resulting white solid precipitate. Dissolve solid in EtOAc, dry over Na2SO4, filter and concentrate to red oil. Use without further purification. LCMS=220.2 (MH+); 218.2 (M−). Starting materials: COC1=C(C=CC(=C1)OC)C=1C=NOC1C (4-(2,4-dimethoxyphenyl)-5-methyl-isoxazole), CO (MeOH), Cl (HCl). The reactants are ClC1=CC=C2C(C(NC2=C1)=O)(C=1C=NN(C1)C)O (rac-6-chloro-3-hydroxy-3-(1-methyl-1H-pyrazol-4-yl)-1,3-dihydro-indol-2-one), C(C)[SiH](CC)CC (triethylsilane), FC(C(=O)O)(F)F (trifluoroacetic acid), C([O-])([O-])=O.[Na+].[Na+] (sodium carbonate). The solvent is C(C)(=O)OCC (ethyl acetate). Conditions: temperature 90 celsius, time 30 minute. Yields the product ClC1=CC=C2C(C(NC2=C1)=O)C=1C=NN(C1)C (rac-6-chloro-3-(1-methyl-1H-pyrazol-4-yl)-1,3-dihydro-indol-2-one). Reaction SMILES: [Cl:1][C:2]1[CH:10]=[C:9]2[C:5]([C:6](O)([C:12]3[CH:13]=[N:14][N:15]([CH3:17])[CH:16]=3)[C:7](=[O:11])[NH:8]2)=[CH:4][CH:3]=1.C([SiH](CC)CC)C.FC(F)(F)C(O)=O.C(=O)([O-])[O-].[Na+].[Na+]>C(OCC)(=O)C>[Cl:1][C:2]1[CH:10]=[C:9]2[C:5]([CH:6]([C:12]3[CH:13]=[N:14][N:15]([CH3:17])[CH:16]=3)[C:7](=[O:11])[NH:8]2)=[CH:4][CH:3]=1 |f:3.4.5|. Procedure: rac-6-Chloro-3-hydroxy-3-(1-methyl-1H-pyrazol-4-yl)-1,3-dihydro-indol-2-one (0.22 g, 0.84 mmol) (from Example 14a supra) was suspended in a mixture of triethylsilane (0.40 mL, 2.52 mmol) (Aldrich) and trifluoroacetic acid (1.2 mL, 12.5 mmol) (Aldrich) and heated in an 90° C. oil bath for 17 hours. After cooling to room temperature, the mixture was diluted with ethyl acetate (10 mL) and treated with solid sodium carbonate (1.0 g). After stirring for 30 minutes, mixture was extracted with water an... Reactants: C(C1=CC=CC=C1)OC(=O)NCC1(CCN(CC1)C(=O)OC(C)(C)C)C(=O)OC (1-tert-butyl 4-methyl 4-((benzyloxycarbonylamino)-methyl)piperidine-1,4-dicarboxylate), [OH-].[Na+] (NaOH), Cl (HCl). Run in CO (methanol). Reaction conditions: temperature 50 celsius. The product is C(C1=CC=CC=C1)OC(=O)NCC1(CCN(CC1)C(=O)OC(C)(C)C)C(=O)O (4-((benzyloxycarbonylamino)methyl)-1-(tert-butoxycarbonyl)piperidine-4-carboxylic acid). As a reaction SMILES: [CH2:1]([O:8][C:9]([NH:11][CH2:12][C:13]1([C:26]([O:28]C)=[O:27])[CH2:18][CH2:17][N:16]([C:19]([O:21][C:22]([CH3:25])([CH3:24])[CH3:23])=[O:20])[CH2:15][CH2:14]1)=[O:10])[C:2]1[CH:7]=[CH:6][CH:5]=[CH:4][CH:3]=1.[OH-].[Na+].Cl>CO>[CH2:1]([O:8][C:9]([NH:11][CH2:12][C:13]1([C:26]([OH:28])=[O:27])[CH2:18][CH2:17][N:16]([C:19]([O:21][C:22]([CH3:23])([CH3:24])[CH3:25])=[O:20])[CH2:15][CH2:14]1)=[O:10])[C:2]1[CH:3]=[CH:4][CH:5]=[CH:6][CH:7]=1 |f:1.2|. Procedure details: To a solution of 1-tert-butyl 4-methyl 4-((benzyloxycarbonylamino)methyl)piperidine-1,4-dicarboxylate from step A in methanol (5 mL) was added 1 N aq. NaOH (0.615 mL, 0.615 mmol). The reaction was heated at 50° C. overnight, acidified to pH 5 with 1 N aq. HCl, and extracted 3× with CH2Cl2. The combined organic extracts were washed with brine, dried over Na2SO4, and concentrated under vacuum to give the title compound, which was carried on crude. MS (ES+) [M+H]+=393. Reactants: BrC1=CC2=C(N=C(OC2)NC2COC3=C2C(=CC=C3)OC)C=C1 (rac-(6-Bromo-4H-benzo[d][1,3]oxazin-2-yl)-(4-methoxy-2,3-dihydro-benzofuran-3-yl)-amine), NC1=NC=CC(=N1)C(F)(F)F (2-amino-4-trifluoromethyl-pyrimidine). Product: COC1=CC=CC2=C1C(CO2)NC=2OCC1=C(N2)C=CC(=C1)NC1=NC=CC(=N1)C(F)(F)F (rac-N2-(4-Methoxy-2,3-dihydro-benzofuran-3-yl)-N6-(4-trifluoromethyl-pyrimidin-2-yl)-4H-benzo[d][1,3]oxazine-2,6-diamine). The yield is 59.0%. RXN SMILES: Br[C:2]1[CH:23]=[CH:22][C:5]2[N:6]=[C:7]([NH:10][CH:11]3[C:15]4[C:16]([O:20][CH3:21])=[CH:17][CH:18]=[CH:19][C:14]=4[O:13][CH2:12]3)[O:8][CH2:9][C:4]=2[CH:3]=1.[NH2:24][C:25]1[N:30]=[C:29]([C:31]([F:34])([F:33])[F:32])[CH:28]=[CH:27][N:26]=1>>[CH3:21][O:20][C:16]1[C:15]2[CH:11]([NH:10][C:7]3[O:8][CH2:9][C:4]4[CH:3]=[C:2]([NH:24][C:25]5[N:30]=[C:29]([C:31]([F:34])([F:32])[F:33])[CH:28]=[CH:27][N:26]=5)[CH:23]=[CH:22][C:5]=4[N:6]=3)[CH2:12][O:13][C:14]=2[CH:19]=[CH:18][CH:17]=1. Reported procedure: The title compound (135 mg, 59%), yellow foam, MS (ISP): m/e=458.2 (M+H+), was prepared in accordance with the general method of Example 35 from rac-(6-bromo-4H-benzo[d][1,3]oxazin-2-yl)-(4-methoxy-2,3-dihydro-benzofuran-3-yl)-amine (example 54) (188 mg, 0.5 mmol) and commercially available 2-amino-4-trifluoromethyl-pyrimidine (163 mg, 1.0 mmol).